The task is: describe an organic reaction: reactants, conditions, products, and yield. This data is from the Open Reaction Database (ORD), a public repository of structured organic reaction records. The reactants are COC(=O)C1(CN(CC1)CC1=CC=CC=C1)COC (1-benzyl-3-methoxymethyl-pyrrolidine-3-carboxylic acid methyl ester), C(=O)[O-].[NH4+] (ammonium formate). The reagents and catalysts are [Pd] (Pd/C). The solvent is CO (methanol). Yields the product COC(=O)C1(CNCC1)COC (3-methoxymethyl-pyrrolidine-3-carboxylic acid methyl ester). The yield is 56.9%. RXN SMILES: [CH3:1][O:2][C:3]([C:5]1([CH2:17][O:18][CH3:19])[CH2:9][CH2:8][N:7](CC2C=CC=CC=2)[CH2:6]1)=[O:4].C([O-])=O.[NH4+]>[Pd].CO>[CH3:1][O:2][C:3]([C:5]1([CH2:17][O:18][CH3:19])[CH2:9][CH2:8][NH:7][CH2:6]1)=[O:4] |f:1.2|. Reported procedure: A mixture of 1-benzyl-3-methoxymethyl-pyrrolidine-3-carboxylic acid methyl ester (373 mg, 1.42 mmol), ammonium formate (358 mg, 5.68 mmol), 10% Pd/C (100 mg) and methanol (6 ml) was refluxed overnight. The mixture was filtered through Celite, washed with ethyl acetate. The combined filtrate was concentrated and the residue was taken into ethyl acetate, washed with small amount of water. Aqueous layer was isolated, extracted with dichloromethane three times. The dichloromethane extracts were comb... Starting materials: CC#CCOc1cc(OC(C)C(C)(C)O)ncn1, CCN(CC)S(F)(F)F, CN(C)OS(=O)(=O)[O-], ClC(Cl)Cl, [F-], [F-], [F-], O. Product: CC#CCOc1cc(OC(C)C(C)(C)F)ncn1. Reaction SMILES: [CH2:1]([C:2]#[C:3][CH3:4])[O:5][c:6]1[n:7][cH:8][n:9][c:10]([O:12][CH:13]([C:14]([CH3:15])([CH3:16])[OH:17])[CH3:18])[cH:11]1.[CH2:30]([N:31]([S:32]([F:33])([F:34])[F:36])[CH2:35][CH3:37])[CH3:38].[CH3:22][N:23]([O:24][S:25]([O-:26])(=[O:27])=[O:28])[CH3:29].[CH:40]([Cl:41])([Cl:42])[Cl:43].[F-:19].[F-:20].[F-:21].[OH2:39]>>[CH2:1]([C:2]#[C:3][CH3:4])[O:5][c:6]1[n:7][cH:8][n:9][c:10]([O:12][CH:13]([C:14]([CH3:15])([CH3:16])[F:36])[CH3:18])[cH:11]1. The product is Nc1cccc(-n2c(=O)c(Cc3cccnc3)nc3cccnc32)c1. The reactants are CC(=O)Nc1cccc(-n2c(=O)c(Cc3cccnc3)nc3cccnc32)c1, O=C([O-])O, Cl, [Na+]. RXN SMILES: [C:1](=[O:2])([CH3:3])[NH:4][c:5]1[cH:6][c:7](-[n:11]2[c:12]3[c:13]([n:14][c:15]([CH2:18][c:19]4[cH:20][n:21][cH:22][cH:23][cH:24]4)[c:16]2=[O:17])[cH:25][cH:26][cH:27][n:28]3)[cH:8][cH:9][cH:10]1.[C:29](=[O:30])([OH:31])[O-:32].[ClH:34].[Na+:33]>>[NH2:4][c:5]1[cH:6][c:7](-[n:11]2[c:12]3[c:13]([n:14][c:15]([CH2:18][c:19]4[cH:20][n:21][cH:22][cH:23][cH:24]4)[c:16]2=[O:17])[cH:25][cH:26][cH:27][n:28]3)[cH:8][cH:9][cH:10]1. Reactants: CCOC(COCCCCO)OCC, Oc1c(Cl)cc(OCC=C(Cl)Cl)cc1Cl, C1CCOC1, c1ccc(P(c2ccccc2)c2ccccc2)cc1. Yields the product CCOC(COCCCCOc1c(Cl)cc(OCC=C(Cl)Cl)cc1Cl)OCC. As a reaction SMILES: [CH2:1]([CH3:2])[O:3][CH:4]([CH2:5][O:6][CH2:7][CH2:8][CH2:9][CH2:10][OH:11])[O:12][CH2:13][CH3:14].[Cl:15][c:16]1[c:17]([OH:29])[c:18]([Cl:28])[cH:19][c:20]([O:22][CH2:23][CH:24]=[C:25]([Cl:26])[Cl:27])[cH:21]1.[O:49]1[CH2:50][CH2:51][CH2:52][CH2:53]1.[c:30]1([P:31]([c:32]2[cH:33][cH:34][cH:35][cH:36][cH:37]2)[c:38]2[cH:39][cH:40][cH:41][cH:42][cH:43]2)[cH:44][cH:45][cH:46][cH:47][cH:48]1>>[CH2:1]([CH3:2])[O:3][CH:4]([CH2:5][O:6][CH2:7][CH2:8][CH2:9][CH2:10][O:11][c:17]1[c:16]([Cl:15])[cH:21][c:20]([O:22][CH2:23][CH:24]=[C:25]([Cl:26])[Cl:27])[cH:19][c:18]1[Cl:28])[O:12][CH2:13][CH3:14]. Reactants: C[C@@H](C1=CC=CC=C1)N1C(CC1)C(=O)OC (methyl N-[(S)-methylbenzyl]azetidine-2-carboxylate), 2S, 2R, C([C@H](O)[C@@H](O)C(=O)O)(=O)O (L-tartaric acid), crystals. Solvent: CO (methanol), C(C)(C)(C)OC (methyl tert-butyl ether), CO (methanol). Conditions: temperature 29 celsius. Yields the product C(C(O)C(O)C(=O)O)(=O)O (tartaric acid), C[C@@H](C1=CC=CC=C1)N1[C@@H](CC1)C(=O)OC (methyl N-[(S)-methylbenzyl]azetidine-2-(S)-carboxylate). Yield: 48.0%. RXN SMILES: [CH3:1][C@H:2]([N:9]1[CH2:12][CH2:11][CH:10]1[C:13]([O:15][CH3:16])=[O:14])[C:3]1[CH:8]=[CH:7][CH:6]=[CH:5][CH:4]=1.[C:17]([OH:26])(=[O:25])[C@@H:18]([C@H:20]([C:22]([OH:24])=[O:23])[OH:21])[OH:19]>C(OC)(C)(C)C.CO>[C:17]([OH:26])(=[O:25])[CH:18]([CH:20]([C:22]([OH:24])=[O:23])[OH:21])[OH:19].[CH3:1][C@H:2]([N:9]1[CH2:12][CH2:11][C@H:10]1[C:13]([O:15][CH3:16])=[O:14])[C:3]1[CH:8]=[CH:7][CH:6]=[CH:5][CH:4]=1. Procedure details: A solution of methyl N-[(S)-methylbenzyl]azetidine-2-carboxylate (29.91 g, the ratio: 2S isomer/2R isomer=52/48) in methyl tert-butyl ether was added dropwise to a solution of L-tartaric acid (16.55 g) in methanol (20.26 g) under reflux. Further, 21.43 g of methanol was added and the obtained homogeneous solution was cooled to 29° C. A small amount of the crystals obtained in Example 6 was fed as seed crystals to initiate crystallization. Then, after cooled to 5° C., crystals were collected by f...